Dataset: the Open Reaction Database (ORD), a public repository of structured organic reaction records. Task: describe an organic reaction: reactants, conditions, products, and yield Reactants: ClC=1C=CC(=C(CNC(OC(C)(C)C)=O)C1)N1C(OCC1)=O (tert-butyl [5-chloro-2-(2-oxo-1,3-oxazolidin-3-yl)benzyl]carbamate), Cl.CO (hydrogen chloride methanol). Run in CO (methanol). Reaction conditions: time 3 hour. Product: Cl.NCC1=C(C=CC(=C1)Cl)N1C(OCC1)=O (3-[2-(aminomethyl)-4-chlorophenyl]-1,3-oxazolidin-2-one hydrochloride). Isolated yield 146.1%. As a reaction SMILES: [Cl:1][C:2]1[CH:3]=[CH:4][C:5]([N:17]2[CH2:21][CH2:20][O:19][C:18]2=[O:22])=[C:6]([CH:16]=1)[CH2:7][NH:8]C(=O)OC(C)(C)C.Cl.CO>CO>[ClH:1].[NH2:8][CH2:7][C:6]1[CH:16]=[C:2]([Cl:1])[CH:3]=[CH:4][C:5]=1[N:17]1[CH2:21][CH2:20][O:19][C:18]1=[O:22] |f:1.2,4.5|. Procedure: (Step 3) To a solution of tert-butyl [5-chloro-2-(2-oxo-1,3-oxazolidin-3-yl)benzyl]carbamate obtained in Step 2 (2.21 g) in methanol (27 ml) was added 2N hydrogen chloride-methanol solution (10 ml) at room temperature, and the mixture was stirred for 3 hr. The reaction solution was concentrated under reduced pressure. The resulting crystals were collected by filtration, and washed with ethyl acetate to give 3-[2-(aminomethyl)-4-chlorophenyl]-1,3-oxazolidin-2-one hydrochloride (1.30 g) as a white... Reactants: Cl (hydrochloride), Cl.Cl.CN1C(N(C(C=C1N1CCN(CC1)CCCOC1=CC=CC2=C1C(C=C(O2)C2=CC=NC=C2)=O)=O)C)=O (1,3-dimethyl-6-(4-[3-[2-(pyridine-4-yl)-4-oxo-4H-1-benzopyran-5-yl]oxypropyl]pyperazine-1-yl)-2,4(1H,3H)-pyrimidinedione dihydrochloride), N1=CC=C(C=C1)C=1OC2=C(C(C1)=O)C(=CC=C2)OCCCOS(=O)(=O)C (3-[2-(pyridine-4-yl)-4-oxo-4H-1-benzopyran-5-yl]oxy-1-methanesulfonyloxypropane), N1=CC=C(C=C1)C=1OC2=C(C(C1)=O)C(=CC=C2)OCCCOS(=O)(=O)C (3-[2-(pyridine-4-yl)-4-oxo-4H-1-benzopyran-5-yl]oxy-1-methanesulfonyloxypropane), CN1C(N(C(C=C1N1CCNCC1)=O)C)=O (1,3-dimethyl-6-(piperazine-1-yl)-2,4(1H,3H)-pyrimidinedione), CN1C(N(C(C=C1N1CCNCC1)=O)C)=O (1,3-dimethyl-6-(piperazine-1-yl)-2,4(1H,3H)-pyrimidinedione). Solvent: O1CCOCC1 (dioxane), C(C)N(CC)CC (triethlamine). The product is CN1C(N(C(C=C1N1CCN(CC1)CCCOC1=CC=CC2=C1C(C=C(O2)C2=CC=NC=C2)=O)=O)C)=O (1,3-dimethyl-6-(4-[3-[2-(pyridine-4-yl)-4-oxo-4H-1-benzopyran-5-yl]oxypropyl]pyperazine-1-yl)-2,4(1H,3H)-pyrimidinedione). Yield: 83.0%. Reaction SMILES: N1C=CC(C2OC3C=CC=C(OCCCOS(C)(=O)=O)C=3C(=O)C=2)=CC=1.CN1C(N2CCNCC2)=CC(=O)N(C)C1=O.Cl.Cl.Cl.[CH3:46][N:47]1[C:52]([N:53]2[CH2:58][CH2:57][N:56]([CH2:59][CH2:60][CH2:61][O:62][C:63]3[C:68]4[C:69](=[O:79])[CH:70]=[C:71]([C:73]5[CH:78]=[CH:77][N:76]=[CH:75][CH:74]=5)[O:72][C:67]=4[CH:66]=[CH:65][CH:64]=3)[CH2:55][CH2:54]2)=[CH:51][C:50](=[O:80])[N:49]([CH3:81])[C:48]1=[O:82]>O1CCOCC1.C(N(CC)CC)C>[CH3:46][N:47]1[C:52]([N:53]2[CH2:54][CH2:55][N:56]([CH2:59][CH2:60][CH2:61][O:62][C:63]3[C:68]4[C:69](=[O:79])[CH:70]=[C:71]([C:73]5[CH:78]=[CH:77][N:76]=[CH:75][CH:74]=5)[O:72][C:67]=4[CH:66]=[CH:65][CH:64]=3)[CH2:57][CH2:58]2)=[CH:51][C:50](=[O:80])[N:49]([CH3:81])[C:48]1=[O:82] |f:3.4.5|. Reported procedure: In 50 ml of dioxane, there were heated under reflux for 4 hours 2.12 g of 3-[2-(pyridine-4-yl)-4-oxo-4H-1-benzopyran-5-yl]oxy-1-methanesulfonyloxypropane (Compound 24), 1 ml of triethlamine and 1.95 g of 1,3-dimethyl-6-(piperazine-1-yl)-2,4(1H,3H)-pyrimidinedione (Compound 3). The resultant reaction solution was then concentrated, and the resultant residue was dissolved in chloroform and then washed with water. Afterward, the water-washed chloroform layer was dried over anhydrous sodium sulfate ... Starting materials: S1NC(C2=C1C=CC=C2)=O (1,2-Benzisothiazol-3(2H)-one), O=P(Cl)(Cl)Cl (POCl3), Cl (HCl). The solvent is O (H2O). Run at time 1.5 hour. Product: ClC1=NSC2=C1C=CC=C2 (3-Chloro-1,2-benzisothiazole). RXN SMILES: [S:1]1[C:5]2[CH:6]=[CH:7][CH:8]=[CH:9][C:4]=2[C:3](=O)[NH:2]1.O=P(Cl)(Cl)[Cl:13].Cl>O>[Cl:13][C:3]1[C:4]2[CH:9]=[CH:8][CH:7]=[CH:6][C:5]=2[S:1][N:2]=1. Procedure details: A mixture of 1,2-benzisothiazole-3(2H)-one (Example 1, 818 g, 5.414 moles) and POCl3 (1114 g, 7.26 moles) was heated to 120° over about two hours. HCl evolution began at about 70°. Heat was continued at 120° for another 1.5 hours. The hot solution was poured into 8 liter of H2O at 25°. The temperature was not allowed to exceed 50°. After 30 minutes, the mixture was cooled to 25° (ice addition) and extracted with methylene chloride (4 liter). A dark oil was obtained by evaporation of the methylen...